This data is from the Open Reaction Database (ORD), a public repository of structured organic reaction records. The task is: describe an organic reaction: reactants, conditions, products, and yield The reactants are S(N)(=O)(=O)C=1C=C(C(=O)O)C=C(C1OC1=CC=CC=C1)CCN (3-sulphamoyl-4-phenoxy-5-[β-aminoethyl]-benzoic acid), C(C(=O)C)CC(C)=O (acetonylacetone), ice water, [Al] (aluminium). Solvent: CN(P(N(C)C)(N(C)C)=O)C (hexamethylphosphoric acid triamide). Product: S(N)(=O)(=O)C=1C=C(C(=O)O)C=C(C1OC1=CC=CC=C1)CCN1C(=CC=C1C)C (3-Sulphamoyl-4-phenoxy-5-[β-(2,5-dimethyl-1-pyrrolyl)-ethyl]-benzoic acid). Reaction SMILES: [S:1]([C:5]1[CH:6]=[C:7]([CH:11]=[C:12]([CH2:21][CH2:22][NH2:23])[C:13]=1[O:14][C:15]1[CH:20]=[CH:19][CH:18]=[CH:17][CH:16]=1)[C:8]([OH:10])=[O:9])(=[O:4])(=[O:3])[NH2:2].[CH2:24]([CH2:28][C:29](=O)[CH3:30])[C:25]([CH3:27])=O.[Al]>CN(C)P(=O)(N(C)C)N(C)C>[S:1]([C:5]1[CH:6]=[C:7]([CH:11]=[C:12]([CH2:21][CH2:22][N:23]2[C:29]([CH3:30])=[CH:28][CH:24]=[C:25]2[CH3:27])[C:13]=1[O:14][C:15]1[CH:20]=[CH:19][CH:18]=[CH:17][CH:16]=1)[C:8]([OH:10])=[O:9])(=[O:3])(=[O:4])[NH2:2]. Procedure: A mixture of 3-sulphamoyl-4-phenoxy-5-[β-aminoethyl]-benzoic acid (5.0 g=1.35 mmols; see Example 3 for the preparation), acetonylacetone (1.85 g, approximately 16.2 mmols) and hexamethylphosphoric acid triamide (Hexametapol; 25 ml) is warmed at 100° for 30 minutes under N2 in an apparatus which has been protected against incident light by covering it with aluminium foil, and the reaction solution is worked up as follows, with strict exclusion of light throughout: pouring into ice-water (50 ml) a...